Task: describe an organic reaction: reactants, conditions, products, and yield. Dataset: the Open Reaction Database (ORD), a public repository of structured organic reaction records RXN SMILES: [CH3:1][O:2][C:3]1[CH:4]=[C:5]2[C:10](=[CH:11][CH:12]=1)[CH:9]=[C:8]([C@H:13]([CH3:23])[C:14]([O:16][CH2:17][CH:18](OC)OC)=[O:15])[CH:7]=[CH:6]2.C12(CS(O)(=O)=O)C(C)(C)C(CC1)CC2=O.S([O-])([O-])(=O)=O.[Mg+2].[SH:45][CH2:46][C:47]([OH:49])=[O:48]>ClC(Cl)C>[CH3:1][O:2][C:3]1[CH:4]=[C:5]2[C:10](=[CH:11][CH:12]=1)[CH:9]=[C:8]([C@H:13]([CH3:23])[C:14]([O:16][CH2:17][C@@H:18]1[S:45][CH2:46][C:47](=[O:49])[O:48]1)=[O:15])[CH:7]=[CH:6]2 |f:2.3|. Starting materials: COC=1C=C2C=CC(=CC2=CC1)[C@@H](C(=O)OCC(OC)OC)C (2,2-dimethoxyethyl (S)-6-methoxy-α-methyl-2-naphthaleneacetate), C12(C(=O)CC(CC1)C2(C)C)CS(=O)(=O)O (camphorsulfonic acid), S(=O)(=O)([O-])[O-].[Mg+2] (magnesium sulfate), SCC(=O)O (mercaptoacetic acid). Procedure: To a round bottom flask is added 2,2-dimethoxyethyl (S)-6-methoxy-α-methyl-2-naphthaleneacetate (13.8 g), dichloroethane (60 mL), camphorsulfonic acid (0.7 g) and magnesium sulfate (1.0 g). The reaction mixture is heated to reflux and a solution of mercaptoacetic acid (13.5 g) in dichloroethane (15 mL) is added dropwise. The mixture is removed from the oil bath and a sample is taken for TLC and NMR analysis. Additional camphorsulfonic acid (0.6 g) is added and the mixture is heated in an oil bat... The solvent is ClC(C)Cl (dichloroethane), ClC(C)Cl (dichloroethane). Yields the product COC=1C=C2C=CC(=CC2=CC1)[C@@H](C(=O)OC[C@H]1OC(CS1)=O)C ((2S)-2-[((S)-6-Methoxy-α-methyl-2-naphthalenacetyloxy)methyl]-1,3-oxathiolan-5-one). Isolated yield 53.3%.